This data is from the Open Reaction Database (ORD), a public repository of structured organic reaction records. The task is: describe an organic reaction: reactants, conditions, products, and yield The reactants are FC1=CC=C(C=C1)N1N=C(CC1C1=CC(=CC=C1)OC(F)(F)F)N (1-(4-fluorophenyl)-5-(3-(trifluoromethoxy)phenyl)-4,5-dihydro-1H-pyrazol-3-ylamine). The solvent is C1(=CC=CC=C1)C (toluene). Conditions: time 2 hour. Product: FC1=CC=C(C=C1)N1N=C(C=C1C1=CC(=CC=C1)OC(F)(F)F)N (1-(4-Fluorophenyl)-5-(3-(trifluoromethoxy)phenyl)-1H-pyrazol-3-ylamine). Isolated yield 50.8%. RXN SMILES: [F:1][C:2]1[CH:7]=[CH:6][C:5]([N:8]2[CH:12]([C:13]3[CH:18]=[CH:17][CH:16]=[C:15]([O:19][C:20]([F:23])([F:22])[F:21])[CH:14]=3)[CH2:11][C:10]([NH2:24])=[N:9]2)=[CH:4][CH:3]=1>C1(C)C=CC=CC=1>[F:1][C:2]1[CH:7]=[CH:6][C:5]([N:8]2[C:12]([C:13]3[CH:18]=[CH:17][CH:16]=[C:15]([O:19][C:20]([F:21])([F:23])[F:22])[CH:14]=3)=[CH:11][C:10]([NH2:24])=[N:9]2)=[CH:4][CH:3]=1. Reported procedure: To a solution of 1-(4-fluorophenyl)-5-(3-(trifluoromethoxy)phenyl)-4,5-dihydro-1H-pyrazol-3-ylamine (1.29 g) in toluene (10 ml) was added activated carbon (pH5 to 8, 0.64 g), and the mixture was stirred for 2 hours under oxygen atmosphere under cooling to reflux. After cooling to room temperature, the activated carbon was filtered off through Celite eluting with ethyl acetate. This filtrate was concentrated under reduced pressure. To the resulting residue, a mixed solvent of diisopropyl ether/n-...